The task is: describe an organic reaction: reactants, conditions, products, and yield. This data is from the Open Reaction Database (ORD), a public repository of structured organic reaction records. Product: C(C)(=O)C=1C=CC(=C(C1)N=C1SC(C(N1CC1=CC=CC=C1)=O)=C1SC2=C(N1C)CCCC2)NCC (2-(5-acetyl-2-ethylaminophenylimino)-3-benzyl-5-(3-methyl-4,5,6,7-tetrahydro-3H-benzothiazol-2-ylidene)thiazolidin-4-one). Reaction SMILES: C1(C)C=CC(S([O-])(=O)=O)=CC=1.[CH3:12][N+:13]1[C:17]2[CH2:18][CH2:19][CH2:20][CH2:21][C:16]=2[S:15][C:14]=1SC.[C:24]([C:27]1[CH:28]=[CH:29][C:30]([NH:47][CH2:48][CH3:49])=[C:31]([N:33]=[C:34]2[N:38]([CH2:39][C:40]3[CH:45]=[CH:44][CH:43]=[CH:42][CH:41]=3)[C:37](=[O:46])[CH2:36][S:35]2)[CH:32]=1)(=[O:26])[CH3:25]>>[C:24]([C:27]1[CH:28]=[CH:29][C:30]([NH:47][CH2:48][CH3:49])=[C:31]([N:33]=[C:34]2[N:38]([CH2:39][C:40]3[CH:41]=[CH:42][CH:43]=[CH:44][CH:45]=3)[C:37](=[O:46])[C:36](=[C:14]3[N:13]([CH3:12])[C:17]4[CH2:18][CH2:19][CH2:20][CH2:21][C:16]=4[S:15]3)[S:35]2)[CH:32]=1)(=[O:26])[CH3:25] |f:0.1|. Procedure: The title compound was prepared in a manner similar to Example 168 by condensing intermediate 3-methyl-2-methylthio-4,5,6,7-tetrahydro-benzothiazol-3-ium p-toluenesulfonate with 2-(5-acetyl-2-ethylaminophenylimino)-3-benzylthiazolidin-4-one. MS(ESI): 519 (MH+). The reactants are C1(=CC=C(C=C1)S(=O)(=O)[O-])C.C[N+]1=C(SC2=C1CCCC2)SC (3-methyl-2-methylthio-4,5,6,7-tetrahydro-benzothiazol-3-ium p-toluenesulfonate), C(C)(=O)C=1C=CC(=C(C1)N=C1SCC(N1CC1=CC=CC=C1)=O)NCC (2-(5-acetyl-2-ethylaminophenylimino)-3-benzylthiazolidin-4-one). Reactants: CCNCCO, Cn1cc(-c2ccnc3c2cc(-c2ccc(C=O)cc2)n3S(=O)(=O)c2ccccc2)c(-c2ccc(NC(=O)N3CCCC3)cc2)n1, ClCCl, CC(Cl)Cl. Product: CCN(CCO)Cc1ccc(-c2cc3c(-c4cn(C)nc4-c4ccc(NC(=O)N5CCCC5)cc4)ccnc3n2S(=O)(=O)c2ccccc2)cc1. As a reaction SMILES: [CH2:47]([CH3:48])[NH:49][CH2:50][CH2:51][OH:52].[CH:1](=[O:2])[c:3]1[cH:4][cH:5][c:6](-[c:9]2[cH:10][c:11]3[c:12]([n:13][cH:14][cH:15][c:16]3-[c:17]3[c:18](-[c:23]4[cH:24][cH:25][c:26]([NH:29][C:30](=[O:31])[N:32]5[CH2:33][CH2:34][CH2:35][CH2:36]5)[cH:27][cH:28]4)[n:19][n:20]([CH3:22])[cH:21]3)[n:37]2[S:38](=[O:39])(=[O:40])[c:41]2[cH:42][cH:43][cH:44][cH:45][cH:46]2)[cH:7][cH:8]1.[Cl:53][CH2:54][Cl:55].[Cl:56][CH:57]([Cl:58])[CH3:59]>>[CH2:1]([c:3]1[cH:4][cH:5][c:6](-[c:9]2[cH:10][c:11]3[c:12]([n:13][cH:14][cH:15][c:16]3-[c:17]3[c:18](-[c:23]4[cH:24][cH:25][c:26]([NH:29][C:30](=[O:31])[N:32]5[CH2:33][CH2:34][CH2:35][CH2:36]5)[cH:27][cH:28]4)[n:19][n:20]([CH3:22])[cH:21]3)[n:37]2[S:38](=[O:39])(=[O:40])[c:41]2[cH:42][cH:43][cH:44][cH:45][cH:46]2)[cH:7][cH:8]1)[N:49]([CH2:47][CH3:48])[CH2:50][CH2:51][OH:52]. Reactants: Cc1ccc(S(=O)(=O)OCC2Cc3cc(F)cc(-c4ccccc4)c3O2)cc1, Cl, [N-]=[N+]=[N-], [N-]=[N+]=[N-], [N-]=[N+]=NCC1Cc2cc(F)cc(-c3ccccc3)c2O1, [Na+]. The product is NCC1Cc2cc(F)cc(-c3ccccc3)c2O1. RXN SMILES: [CH3:1][c:2]1[cH:3][cH:4][c:5]([S:6]([O:7][CH2:8][CH:9]2[CH2:10][c:11]3[cH:12][c:13]([F:14])[cH:15][c:16](-[c:17]4[cH:18][cH:19][cH:20][cH:21][cH:22]4)[c:23]3[O:24]2)(=[O:25])=[O:26])[cH:27][cH:28]1.[ClH:56].[N-:30]=[N+:31]=[N-:32].[N-:53]=[N+:54]=[N-:55].[N:33](=[N+:34]=[N-:35])[CH2:36][CH:37]1[O:38][c:39]2[c:40]([cH:42][c:43]([F:52])[cH:44][c:45]2-[c:46]2[cH:47][cH:48][cH:49][cH:50][cH:51]2)[CH2:41]1.[Na+:29]>>[NH2:33][CH2:36][CH:37]1[O:38][c:39]2[c:40]([cH:42][c:43]([F:52])[cH:44][c:45]2-[c:46]2[cH:47][cH:48][cH:49][cH:50][cH:51]2)[CH2:41]1. Starting materials: ClCC(COC1=CC=CC2=CC=CC=C12)O (1-chloro-3-(1-naphthoxy)-2-propanol), C(#N)C1CCNCC1 (4-cyanopiperidine), Cl (hydrochloric acid). The solvent is O (water). Product: Cl.C(#N)C1CCN(CC1)CC(COC1=CC=CC2=CC=CC=C12)O (3-(4-cyanopiperidino)-1-(1-naphthoxy)-2-propanol hydrochloride). As a reaction SMILES: [Cl:1][CH2:2][CH:3]([OH:16])[CH2:4][O:5][C:6]1[C:15]2[C:10](=[CH:11][CH:12]=[CH:13][CH:14]=2)[CH:9]=[CH:8][CH:7]=1.[C:17]([CH:19]1[CH2:24][CH2:23][NH:22][CH2:21][CH2:20]1)#[N:18].Cl>O>[ClH:1].[C:17]([CH:19]1[CH2:24][CH2:23][N:22]([CH2:2][CH:3]([OH:16])[CH2:4][O:5][C:6]2[C:15]3[C:10](=[CH:11][CH:12]=[CH:13][CH:14]=3)[CH:9]=[CH:8][CH:7]=2)[CH2:21][CH2:20]1)#[N:18] |f:4.5|. Procedure details: 4.0 Parts of 1-chloro-3-(1-naphthoxy)-2-propanol and 16.0 parts of 4-cyanopiperidine are heated in a sealed vessel for 10 hours at about 100° C. That reaction mixture is then diluted with 50 parts of water, acidified with concentrated hydrochloric acid, and extracted with 35 parts of ethyl ether. The aqueous phase is separated and made alkaline with the addition of 10 N sodium hydroxide. The resultant solid is filtered and converted to the hydrochloride salt by redissolving the solid in isopropa...